Dataset: the Open Reaction Database (ORD), a public repository of structured organic reaction records. Task: describe an organic reaction: reactants, conditions, products, and yield Yields the product COC1=CC=C(C=C1)C1=NNC(=N1)C (3-(4-methoxy-phenyl)-5-methyl-1H-[1,2,4]triazole). Solvent: C(Cl)(Cl)Cl (chloroform). Reactants: N=C(C)NNC(C1=CC=C(C=C1)OC)=O (4-methoxy-benzoic acid N′-(1-imino-ethyl)-hydrazide). RXN SMILES: [NH:1]=[C:2]([NH:4][NH:5][C:6](=O)[C:7]1[CH:12]=[CH:11][C:10]([O:13][CH3:14])=[CH:9][CH:8]=1)[CH3:3]>C(Cl)(Cl)Cl>[CH3:14][O:13][C:10]1[CH:11]=[CH:12][C:7]([C:6]2[N:1]=[C:2]([CH3:3])[NH:4][N:5]=2)=[CH:8][CH:9]=1. Procedure: 33.6 g (162 mmol) 4-methoxy-benzoic acid N′-(1-imino-ethyl)-hydrazide are heated to 180° C. for 30 minutes. After cooling the solidified melt is dissolved in 250 mL chloroform and repeatedly extracted with aqueous sodium hydroxide solution. The aqueous phases are combined, washed with chloroform, filtered and adjusted to an acid pH by the addition of glacial acetic acid. The precipitated solid is suction filtered, washed with water and dissolved by heating in chloroform. The solvent is evaporate... Starting materials: COC(=O)c1ccc(CO[Si](C)(C)C(C)(C)C)n1CC(=O)c1ccc(Cl)cc1, C1COCCO1, [Na+], [OH-]. Product: CC(C)(C)[Si](C)(C)OCc1ccc(C(=O)O)n1CC(=O)c1ccc(Cl)cc1. As a reaction SMILES: [C:3]([CH3:4])([CH3:5])([CH3:6])[Si:7]([O:8][CH2:9][c:10]1[cH:11][cH:12][c:13]([C:25](=[O:26])[O:27][CH3:28])[n:14]1[CH2:15][C:16](=[O:17])[c:18]1[cH:19][cH:20][c:21]([Cl:24])[cH:22][cH:23]1)([CH3:29])[CH3:30].[CH2:31]1[O:32][CH2:33][CH2:34][O:35][CH2:36]1.[Na+:2].[OH-:1]>>[C:3]([CH3:4])([CH3:5])([CH3:6])[Si:7]([O:8][CH2:9][c:10]1[cH:11][cH:12][c:13]([C:25](=[O:26])[OH:27])[n:14]1[CH2:15][C:16](=[O:17])[c:18]1[cH:19][cH:20][c:21]([Cl:24])[cH:22][cH:23]1)([CH3:29])[CH3:30]. Starting materials: COc1ccc(C2(C(F)(F)F)N=N2)cc1C(=O)O, CN1CCc2c(N)cccc2C1. Product: COc1ccc(C2(C(F)(F)F)N=N2)cc1C(=O)Nc1cccc2c1CCN(C)C2. RXN SMILES: [F:13][C:14]([C:15]1([c:18]2[cH:19][cH:20][c:21]([O:27][CH3:28])[c:22]([C:23](=[O:24])[OH:25])[cH:26]2)[N:16]=[N:17]1)([F:29])[F:30].[NH2:1][c:2]1[c:3]2[c:8]([cH:9][cH:10][cH:11]1)[CH2:7][N:6]([CH3:12])[CH2:5][CH2:4]2>>[NH:1]([c:2]1[c:3]2[c:8]([cH:9][cH:10][cH:11]1)[CH2:7][N:6]([CH3:12])[CH2:5][CH2:4]2)[C:23]([c:22]1[c:21]([O:27][CH3:28])[cH:20][cH:19][c:18]([C:15]2([C:14]([F:13])([F:29])[F:30])[N:16]=[N:17]2)[cH:26]1)=[O:24]. Reactants: CN(C(CN[C@]12[C@@H]([C@H]3CC[C@@H]4[C@]5(CC=C(C([C@@H]5CC[C@]4([C@@]3(CC1)C)C)(C)C)C1=CC=C(C(=O)O)C=C1)C)[C@@H](CC2)C(=C)C)=O)C (4-((1R,3aS,5aR,5bR,7aR,11aS,11bR,13aR,13bR)-3a-(2-(dimethylamino)-2-oxoethylamino)-5a,5b,8,8,11a-pentamethyl-1-(prop-1-en-2-yl)-2,3,3a,4,5,5a,5b,6,7,7a,8,11,11a,11b,12,13,13a,13b-octadecahydro-1H-cyclopenta[a]chrysen-9-yl)benzoic acid), ClCCC1=CC=NC=C1 (4-(2-chloroethyl)pyridine). Yields the product C[C@]12CC[C@@]3([C@@H]([C@H]2CC[C@@H]2[C@]4(CC=C(C([C@@H]4CC[C@@]12C)(C)C)C1=CC=C(C(=O)O)C=C1)C)[C@@H](CC3)C(=C)C)NCCC3=CC=NC=C3 (4-((1R,3aS,5aR,5bR,7aR,11aS,11bR,13aR,13bR)-5a,5b,8,8,11a-pentamethyl-1-(prop-1-en-2-yl)-3a-((2-(pyridin-4-yl)ethyl)amino)-2,3,3a,4,5,5a,5b,6,7,7a,8,11,11a,11b,12,13,13a,13b-octadecahydro-1H-cyclopenta[a]chrysen-9-yl)benzoic acid), solid. Reaction SMILES: CN(C)C(=O)C[NH:5][C@:6]12[CH2:40][CH2:39][C@@H:38]([C:41]([CH3:43])=[CH2:42])[C@@H:7]1[C@@H:8]1[C@@:21]([CH3:24])([CH2:22][CH2:23]2)[C@@:20]2([CH3:25])[C@@H:11]([C@:12]3([CH3:37])[C@@H:17]([CH2:18][CH2:19]2)[C:16]([CH3:27])([CH3:26])[C:15]([C:28]2[CH:36]=[CH:35][C:31]([C:32]([OH:34])=[O:33])=[CH:30][CH:29]=2)=[CH:14][CH2:13]3)[CH2:10][CH2:9]1.Cl[CH2:47][CH2:48][C:49]1[CH:54]=[CH:53][N:52]=[CH:51][CH:50]=1>>[CH3:24][C@:21]12[C@@:20]3([CH3:25])[C@@H:11]([C@:12]4([CH3:37])[C@@H:17]([CH2:18][CH2:19]3)[C:16]([CH3:26])([CH3:27])[C:15]([C:28]3[CH:36]=[CH:35][C:31]([C:32]([OH:34])=[O:33])=[CH:30][CH:29]=3)=[CH:14][CH2:13]4)[CH2:10][CH2:9][C@@H:8]1[C@H:7]1[C@H:38]([C:41]([CH3:43])=[CH2:42])[CH2:39][CH2:40][C@:6]1([NH:5][CH2:47][CH2:48][C:49]1[CH:54]=[CH:53][N:52]=[CH:51][CH:50]=1)[CH2:23][CH2:22]2. Procedure: The title compound was prepared following the method described above for the synthesis of 4-((1R,3aS,5aR,5bR,7aR,11aS,11bR,13aR,13bR)-3a-(2-(dimethylamino)-2-oxoethylamino)-5a,5b,8,8,11a-pentamethyl-1-(prop-1-en-2-yl)-2,3,3a,4,5,5a,5b,6,7,7a,8,11,11a,11b,12,13,13a,13b-octadecahydro-1H-cyclopenta[a]chrysen-9-yl)benzoic acid using 4-(2-chloroethyl)pyridine as the alkylating reagent in Step 1. The product was isolated as an off white solid (10 mg, 2.9%). LCMS: m/e 635.40 (M+H)+, 2.31 min (method 13... The yield is 2.9%. The reactants are CS(=O)(=O)OC1=CC=C(OCC2CO2)C=C1 (1-(4-methylsulphonyloxy-phenoxy)-2,3-epoxypropane), NCCN1C=NC2=C1C=CC(=C2)C=2CCC(NN2)=O (6-[1(2-aminoethyl)benzimidazol-5-yl]-4,5-dihydro-3(2H)-pyridazinone). The product is CS(=O)(=O)OC1=CC=C(OCC(CNCCN2C=NC3=C2C=CC(=C3)C=3CCC(NN3)=O)O)C=C1 (6-[1-[2-[3-(4-Methylsulphonyloxy-phenoxy)-2-hydroxypropylamino]ethyl]benzimidazol-5-yl]-4,5-dihydro-3(2H)-pyridazinone). RXN SMILES: [CH3:1][S:2]([O:5][C:6]1[CH:16]=[CH:15][C:9]([O:10][CH2:11][CH:12]2[O:14][CH2:13]2)=[CH:8][CH:7]=1)(=[O:4])=[O:3].[NH2:17][CH2:18][CH2:19][N:20]1[C:24]2[CH:25]=[CH:26][C:27]([C:29]3[CH2:30][CH2:31][C:32](=[O:35])[NH:33][N:34]=3)=[CH:28][C:23]=2[N:22]=[CH:21]1>>[CH3:1][S:2]([O:5][C:6]1[CH:16]=[CH:15][C:9]([O:10][CH2:11][CH:12]([OH:14])[CH2:13][NH:17][CH2:18][CH2:19][N:20]2[C:24]3[CH:25]=[CH:26][C:27]([C:29]4[CH2:30][CH2:31][C:32](=[O:35])[NH:33][N:34]=4)=[CH:28][C:23]=3[N:22]=[CH:21]2)=[CH:8][CH:7]=1)(=[O:4])=[O:3]. Reported procedure: Prepared analogously to Example 1 from 1-(4-methylsulphonyloxy-phenoxy)-2,3-epoxypropane and 6-[1(2-aminoethyl)benzimidazol-5-yl]-4,5-dihydro-3(2H)-pyridazinone. The reactants are NCCN1CCN(CC1)C1=CC=CC=C1 (1-(2-aminoethyl)-4-phenylpiperazine), O1[C@@H](COC2=CC=C(C=C2)CC(=O)OCC#N)C1 ((R)-4-(2,3-epoxypropoxy)phenylacetic acid, cyanomethyl ester). Run in C1CCOC1 (THF). Reaction conditions: time 40 hour. Product: O1[C@@H](COC2=CC=C(C=C2)CC(=O)NCCN2CCN(CC2)C2=CC=CC=C2)C1 ((R)-4-(2,3-Epoxypropoxy)phenyl-N-[2-(4-phenyl-1-piperazinyl) ethyl]acetamide). Reaction SMILES: [NH2:1][CH2:2][CH2:3][N:4]1[CH2:9][CH2:8][N:7]([C:10]2[CH:15]=[CH:14][CH:13]=[CH:12][CH:11]=2)[CH2:6][CH2:5]1.[O:16]1[CH2:33][C@@H:17]1[CH2:18][O:19][C:20]1[CH:25]=[CH:24][C:23]([CH2:26][C:27](OCC#N)=[O:28])=[CH:22][CH:21]=1>C1COCC1>[O:16]1[CH2:33][C@@H:17]1[CH2:18][O:19][C:20]1[CH:21]=[CH:22][C:23]([CH2:26][C:27]([NH:1][CH2:2][CH2:3][N:4]2[CH2:9][CH2:8][N:7]([C:10]3[CH:15]=[CH:14][CH:13]=[CH:12][CH:11]=3)[CH2:6][CH2:5]2)=[O:28])=[CH:24][CH:25]=1. Procedure: A mixture of 10.7 g (52.1 mmol) 1-(2-aminoethyl)-4-phenylpiperazine and 13.5 g (54.6 mmol) (R)-4-(2,3-epoxypropoxy)phenylacetic acid, cyanomethyl ester in 125 dry THF was stirred at room temperature for 40 hours: The solvent was removed in vacuo and the residue was triturated with ether to give the crude amide as a white solid. The solid was dissolved in 35 ml. CH2Cl2 and placed on a column of 170 g Woelm basic alumina (grade 3) made up in CHCl2. Elution with 1 liter CH2Cl2 furnished essentially... Starting materials: COCCOC, [K+], [Li+], COC(=O)c1csc(SCCC2C(=O)CCC2C=CCC(C)(O)CCC(F)=C(F)F)n1, [OH-], O=S(=O)([O-])O. The product is CC(O)(CC=CC1CCC(=O)C1CCSc1nc(C(=O)O)cs1)CCC(F)=C(F)F. RXN SMILES: [CH3:40][O:41][CH2:42][CH2:43][O:44][CH3:45].[K+:39].[Li+:32].[O:1]=[C:2]1[CH:3]([CH2:20][CH2:21][S:22][c:23]2[s:24][cH:25][c:26]([C:28](=[O:29])[O:30][CH3:31])[n:27]2)[CH:4]([CH:7]=[CH:8][CH2:9][C:10]([CH2:11][CH2:12][C:13](=[C:14]([F:15])[F:16])[F:17])([CH3:18])[OH:19])[CH2:5][CH2:6]1.[OH-:33].[S:34]([O-:35])([OH:36])(=[O:37])=[O:38]>>[O:1]=[C:2]1[CH:3]([CH2:20][CH2:21][S:22][c:23]2[s:24][cH:25][c:26]([C:28](=[O:29])[OH:30])[n:27]2)[CH:4]([CH:7]=[CH:8][CH2:9][C:10]([CH2:11][CH2:12][C:13](=[C:14]([F:15])[F:16])[F:17])([CH3:18])[OH:19])[CH2:5][CH2:6]1. The reactants are C(C)N(C(C)C)C(C)C (N-ethyldiisopropylamine), C(C1=CC=CC=C1)OC1=C(C=CC=C1)C(C)(C)N (2-(2-(benzyloxy)phenyl)propan-2-amine), BrC=1C(N(C=CN1)C=1C=C(C(=O)OC)C=CC1Cl)=O (methyl 3-(3-bromo-2-oxopyrazin-1(2H)-yl)-4-chlorobenzoate), C(C1=CC=CC=C1)OC1=C(C=CC=C1)C(C)(C)N (2-(2-(benzyloxy)phenyl)propan-2-amine). The solvent is C1(=CC=CC=C1)C (toluene), O (water). Conditions: temperature 125 celsius, time 8 hour. The product is COC(C1=CC(=C(C=C1)Cl)N1C(C(=NC=C1)NC(C)(C)C1=C(C=CC=C1)OCC1=CC=CC=C1)=O)=O (Methyl-3-[3-({1-[2-(benzyloxy)phenyl]-1-methylethyl}amino)-2-oxopyrazin-1(2H)-yl]-4-chlorobenzoate). The yield is 50.7%. As a reaction SMILES: Br[C:2]1[C:3](=[O:19])[N:4]([C:8]2[CH:9]=[C:10]([CH:15]=[CH:16][C:17]=2[Cl:18])[C:11]([O:13][CH3:14])=[O:12])[CH:5]=[CH:6][N:7]=1.C(N(C(C)C)C(C)C)C.[CH2:29]([O:36][C:37]1[CH:42]=[CH:41][CH:40]=[CH:39][C:38]=1[C:43]([NH2:46])([CH3:45])[CH3:44])[C:30]1[CH:35]=[CH:34][CH:33]=[CH:32][CH:31]=1>C1(C)C=CC=CC=1.O>[CH3:14][O:13][C:11](=[O:12])[C:10]1[CH:15]=[CH:16][C:17]([Cl:18])=[C:8]([N:4]2[CH:5]=[CH:6][N:7]=[C:2]([NH:46][C:43]([C:38]3[CH:39]=[CH:40][CH:41]=[CH:42][C:37]=3[O:36][CH2:29][C:30]3[CH:35]=[CH:34][CH:33]=[CH:32][CH:31]=3)([CH3:45])[CH3:44])[C:3]2=[O:19])[CH:9]=1. Reported procedure: A solution of methyl 3-(3-bromo-2-oxopyrazin-1(2H)-yl)-4-chlorobenzoate (Example 330e, 3 g) dissolved in toluene (15 mL) was treated with N-ethyldiisopropylamine (2.99 mL) and 2-(2-(benzyloxy)phenyl)propan-2-amine (Example 198d 2.107 g) under nitrogen. The resulting mixture was stirred at 125° C. for 8 h in a sealed tube. The reaction mixture was diluted with water (150 mL), and extracted with ethyl acetate (250 mL). The organic was dried (MgSO4), filtered and evaporated to afford crude product.... Reactants: O=C1C2=CC=CC=C2SC=2C=CC(=CC12)OCC(=O)O ((9-oxo-9H-thioxanthen-2-yloxy)acetic acid), C(C)#N (acetonitrile), OCCCCOC(C=C)=O.C(C1CO1)OCC1CO1 (4-hydroxybutylacrylate glycidylether). Reagents/catalysts: [Br-].C(CCC)[N+](CCCC)(CCCC)CCCC (tetrabutylammonium bromide), C(C)(C)(C)C1=C(C(=CC(=C1)C)C(C)(C)C)O (2,6-di-tert-butyl-4-methylphenol). The solvent is CC(=O)N(C)C (dimethylacetamide). Product: OC(COCCCCOC(C=C)=O)COC(COC1=CC=2C(C3=CC=CC=C3SC2C=C1)=O)=O (acrylic acid 4-{2-hydroxy-3-[2-(9-oxo-9H-thioxanthen-2-yloxy)-acetoxy]-propoxy}-butyl ester). Yield: 144.2%. Reaction SMILES: [O:1]=[C:2]1[C:15]2[CH:14]=[C:13]([O:16][CH2:17][C:18]([OH:20])=[O:19])[CH:12]=[CH:11][C:10]=2[S:9][C:8]2[C:3]1=[CH:4][CH:5]=[CH:6][CH:7]=2.C(#N)C.[OH:24][CH2:25][CH2:26][CH2:27][CH2:28][O:29][C:30](=[O:33])[CH:31]=[CH2:32].[CH2:34](OCC1OC1)[CH:35]1[O:37][CH2:36]1>[Br-].C([N+](CCCC)(CCCC)CCCC)CCC.C(C1C=C(C)C=C(C(C)(C)C)C=1O)(C)(C)C.CC(N(C)C)=O>[OH:37][CH:35]([CH2:36][O:19][C:18](=[O:20])[CH2:17][O:16][C:13]1[CH:12]=[CH:11][C:10]2[S:9][C:8]3[C:3](=[CH:4][CH:5]=[CH:6][CH:7]=3)[C:2](=[O:1])[C:15]=2[CH:14]=1)[CH2:34][O:24][CH2:25][CH2:26][CH2:27][CH2:28][O:29][C:30](=[O:33])[CH:31]=[CH2:32] |f:2.3,4.5|. Procedure details: A reaction mixture containing (9-oxo-9H-thioxanthen-2-yloxy)acetic acid (4.0 g, 14 mmol), acetonitrile (55 ml), dimethylacetamide (10 mL), tetrabutylammonium bromide (0.5 g, 1.4 mmol) and 2,6-di-tert-butyl-4-methylphenol (0.03 g, 0.114 mmol) was heated to reflux. At this temperature 4-hydroxybutylacrylate glycidylether (2.3 g, 11.4 mmol) was added and the mixture was allowed to stir at reflux temperature for 16 hours. The mixture was cooled to room temperature and the solvent was evaporated unde...